Dataset: the Open Reaction Database (ORD), a public repository of structured organic reaction records. Task: describe an organic reaction: reactants, conditions, products, and yield Starting materials: CCCCO, NC1CC1, Clc1nc(Cl)c2[nH]cnc2n1. Yields the product Clc1nc(NC2CC2)c2[nH]cnc2n1. RXN SMILES: [CH2:16]([OH:17])[CH2:18][CH2:19][CH3:20].[CH:1]1([NH2:4])[CH2:2][CH2:3]1.[Cl:5][c:6]1[n:7][c:8]([Cl:15])[c:9]2[nH:10][cH:11][n:12][c:13]2[n:14]1>>[CH:1]1([NH:4][c:8]2[n:7][c:6]([Cl:5])[n:14][c:13]3[c:9]2[nH:10][cH:11][n:12]3)[CH2:2][CH2:3]1. Reactants: CC1=CC=CC(=N1)C1=NNC(C2=CC=CC=C12)=O (4-(6-methylpyridin-2-yl)phthalazin-1(2H)-one), O=P(Cl)(Cl)Cl (POCl3). Reaction conditions: temperature 0 celsius. Product: ClC1=NN=C(C2=CC=CC=C12)C1=NC(=CC=C1)C (1-Chloro-4-(6-methylpyridin-2-yl)phthalazine). RXN SMILES: [CH3:1][C:2]1[N:7]=[C:6]([C:8]2[C:17]3[C:12](=[CH:13][CH:14]=[CH:15][CH:16]=3)[C:11](=O)[NH:10][N:9]=2)[CH:5]=[CH:4][CH:3]=1.O=P(Cl)(Cl)[Cl:21]>>[Cl:21][C:11]1[C:12]2[C:17](=[CH:16][CH:15]=[CH:14][CH:13]=2)[C:8]([C:6]2[CH:5]=[CH:4][CH:3]=[C:2]([CH3:1])[N:7]=2)=[N:9][N:10]=1. Procedure details: A dry RBF set up with stirring bar and reflux condenser was charged with 4-(6-methylpyridin-2-yl)phthalazin-1(2H)-one (780 mg, 3.29 mmol) and POCl3(10.7 ml, 115 mmol). This was stirred under reflux for 18 h. Excess POCl3 was removed under vacuum with an aid of toluene. The residue was cooled to 0° C. and basified with cold 6 N NaOH until pH=9. Occasionally, ice was added to keep the mixture cold to prevent the hydrolysis. Stirring, agitation, and sonication eventually provided a solid material a... The reactants are CO, CCN(C(C)C)C(C)C, N#Cc1cc(Oc2ccc(CCC(=O)Nc3ccc(Cl)c(C(F)(F)F)c3)cc2)ccn1, Cl, NO. Yields the product N=C(NO)c1cc(Oc2ccc(CCC(=O)Nc3ccc(Cl)c(C(F)(F)F)c3)cc2)ccn1. RXN SMILES: [CH3:44][OH:45].[CH:35]([N:36]([CH2:37][CH3:38])[CH:39]([CH3:40])[CH3:41])([CH3:42])[CH3:43].[Cl:1][c:2]1[c:3]([C:28]([F:29])([F:30])[F:31])[cH:4][c:5]([NH:8][C:9]([CH2:10][CH2:11][c:12]2[cH:13][cH:14][c:15]([O:18][c:19]3[cH:20][c:21]([C:25]#[N:26])[n:22][cH:23][cH:24]3)[cH:16][cH:17]2)=[O:27])[cH:6][cH:7]1.[ClH:32].[NH2:33][OH:34]>>[Cl:1][c:2]1[c:3]([C:28]([F:29])([F:30])[F:31])[cH:4][c:5]([NH:8][C:9]([CH2:10][CH2:11][c:12]2[cH:13][cH:14][c:15]([O:18][c:19]3[cH:20][c:21]([C:25](=[NH:26])[NH:33][OH:34])[n:22][cH:23][cH:24]3)[cH:16][cH:17]2)=[O:27])[cH:6][cH:7]1. As a reaction SMILES: [C:1]([CH2:2][CH2:3][CH3:4])(=[O:5])[NH:6][c:7]1[n:8][c:9]([CH3:17])[cH:10][c:11]([CH3:16])[c:12]1[N+:13](=[O:14])[O-:15].[CH3:20][S:21]([O:22][CH2:25][c:26]1[cH:27][cH:28][c:29](-[n:32]2[c:33]([C:38]#[N:39])[cH:34][cH:35][c:36]2[CH3:37])[cH:30][cH:31]1)(=[O:23])=[O:24].[CH3:40][N:41]([CH3:42])[CH:43]=[O:44].[H-:18].[Na+:19]>>[C:1]([CH2:2][CH2:3][CH3:4])(=[O:5])[N:6]([c:7]1[n:8][c:9]([CH3:17])[cH:10][c:11]([CH3:16])[c:12]1[N+:13](=[O:14])[O-:15])[CH2:25][c:26]1[cH:27][cH:28][c:29](-[n:32]2[c:33]([C:38]#[N:39])[cH:34][cH:35][c:36]2[CH3:37])[cH:30][cH:31]1. Reactants: CCCC(=O)Nc1nc(C)cc(C)c1[N+](=O)[O-], Cc1ccc(C#N)n1-c1ccc(COS(C)(=O)=O)cc1, CN(C)C=O, [H-], [Na+]. The product is CCCC(=O)N(Cc1ccc(-n2c(C)ccc2C#N)cc1)c1nc(C)cc(C)c1[N+](=O)[O-]. Starting materials: ClC=1N=C2C(=C(C=NC2=CC1)C(C)=O)NC1CCC(CC1)CN(C)CCO (1-[6-chloro-4-(4-{[(2-hydroxyethyl)(methyl)-amino]methyl}cyclohexylamino)-1,5-naphthyridin-3-yl]ethanone), ClC1=C(C(=CC(=C1)B1OC(C(O1)(C)C)(C)C)Cl)O (2,6-dichloro-4-(4,4,5,5-tetramethyl-1,3,2-dioxaborolan-2-yl)phenol), C1(=C(C(=C(C(=C1F)F)F)N)F)N.Cl.Cl (dihydrochloride). Product: Cl.Cl.ClC=1C=C(C=C(C1O)Cl)C=1N=C2C(=C(C=NC2=CC1)C(C)=O)N[C@@H]1CC[C@H](CC1)CN(C)CCO (1-[6-(3,5-Dichloro-4-hydroxyphenyl)-4-(trans-4-{[(2-hydroxyethyl)(methyl)amino]methyl}-cyclohexylamino)-1,5-naphthyridin-3-yl]ethanone dihydrochloride). Yield: 85.3%. Reaction SMILES: [Cl:1][C:2]1[N:3]=[C:4]2[C:9](=[CH:10][CH:11]=1)[N:8]=[CH:7][C:6]([C:12](=[O:14])[CH3:13])=[C:5]2[NH:15][CH:16]1[CH2:21][CH2:20][CH:19]([CH2:22][N:23]([CH2:25][CH2:26][OH:27])[CH3:24])[CH2:18][CH2:17]1.[Cl:28][C:29]1[CH:34]=[C:33](B2OC(C)(C)C(C)(C)O2)[CH:32]=[C:31]([Cl:44])[C:30]=1[OH:45].C1(N)C(F)=C(F)C(F)=C(N)C=1F.Cl.Cl>>[ClH:1].[ClH:28].[Cl:28][C:29]1[CH:34]=[C:33]([C:2]2[N:3]=[C:4]3[C:9](=[CH:10][CH:11]=2)[N:8]=[CH:7][C:6]([C:12](=[O:14])[CH3:13])=[C:5]3[NH:15][C@H:16]2[CH2:17][CH2:18][C@H:19]([CH2:22][N:23]([CH2:25][CH2:26][OH:27])[CH3:24])[CH2:20][CH2:21]2)[CH:32]=[C:31]([Cl:44])[C:30]=1[OH:45] |f:2.3.4,5.6.7|. Reported procedure: Following general procedure II, 1-[6-chloro-4-(4-{[(2-hydroxyethyl)(methyl)-amino]methyl}cyclohexylamino)-1,5-naphthyridin-3-yl]ethanone (70 mg, 0.18 mmol) was reacted with 2,6-dichloro-4-(4,4,5,5-tetramethyl-1,3,2-dioxaborolan-2-yl)phenol (76 mg, 0.27 mmol) followed by formation of the dihydrochloride salt to afford the desired product (68 mg, 64%) as a light yellow solid: 1H NMR (500 MHz, CD3OD) δ 9.15 (s, 1H), 8.46 (d, J=9.0 Hz, 1H), 8.34 (d, J=9.0 Hz, 1H), 8.12 (s, 2H), 5.74-5.71 (m, 1H), 3.... Starting materials: CC#N, FC(F)(F)CN=C=S, N#CCCn1ccc(N)n1. Product: N#CCCn1ccc(NC(=S)NCC(F)(F)F)n1. As a reaction SMILES: [CH3:19][C:20]#[N:21].[F:1][C:2]([CH2:3][N:4]=[C:5]=[S:6])([F:7])[F:8].[NH2:9][c:10]1[n:11][n:12]([CH2:15][CH2:16][C:17]#[N:18])[cH:13][cH:14]1>>[F:1][C:2]([CH2:3][NH:4][C:5](=[S:6])[NH:9][c:10]1[n:11][n:12]([CH2:15][CH2:16][C:17]#[N:18])[cH:13][cH:14]1)([F:7])[F:8]. The reactants are C1(=CC=CC=C1)CC(NC(=O)OC(C)(C)C)P(=O)(OCC1=CC=CC=C1)CC(C(=O)N[C@@H](CC1=CC=CC=C1)C(=O)OCC1=CC=CC=C1)CC1=CC=CC=C1 (Phenylmethyl N-[2-[[[2-phenyl-1-[[(tert-butoxy)carbonyl]amino]ethyl]phenylmethoxyphosphinyl]methyl]-1-oxo-3-phenylpropyl]-L-phenylalaninate). Run in C(=O)O (formic acid). Product: C(=O)O.NC(CC1=CC=CC=C1)P(=O)(OCC1=CC=CC=C1)CC(C(=O)N[C@@H](CC1=CC=CC=C1)C(=O)OCC1=CC=CC=C1)CC1=CC=CC=C1 (Phenylmethyl N-[2-[[(1-amino-2-phenylethyl)phenylmethoxyphosphinyl]methyl]-1-oxo-3-phenylpropyl]-L-phenylalaninate formate). The yield is 97.0%. As a reaction SMILES: [C:1]1([CH2:7][CH:8]([P:17]([CH2:27][CH:28]([CH2:50][C:51]2[CH:56]=[CH:55][CH:54]=[CH:53][CH:52]=2)[C:29]([NH:31][C@H:32]([C:40]([O:42][CH2:43][C:44]2[CH:49]=[CH:48][CH:47]=[CH:46][CH:45]=2)=[O:41])[CH2:33][C:34]2[CH:39]=[CH:38][CH:37]=[CH:36][CH:35]=2)=[O:30])([O:19][CH2:20][C:21]2[CH:26]=[CH:25][CH:24]=[CH:23][CH:22]=2)=[O:18])[NH:9][C:10]([O:12]C(C)(C)C)=[O:11])[CH:6]=[CH:5][CH:4]=[CH:3][CH:2]=1>C(O)=O>[CH:10]([OH:12])=[O:11].[NH2:9][CH:8]([P:17]([CH2:27][CH:28]([CH2:50][C:51]1[CH:56]=[CH:55][CH:54]=[CH:53][CH:52]=1)[C:29]([NH:31][C@H:32]([C:40]([O:42][CH2:43][C:44]1[CH:45]=[CH:46][CH:47]=[CH:48][CH:49]=1)=[O:41])[CH2:33][C:34]1[CH:35]=[CH:36][CH:37]=[CH:38][CH:39]=1)=[O:30])([O:19][CH2:20][C:21]1[CH:26]=[CH:25][CH:24]=[CH:23][CH:22]=1)=[O:18])[CH2:7][C:1]1[CH:6]=[CH:5][CH:4]=[CH:3][CH:2]=1 |f:2.3|. Procedure: Phenylmethyl N-[2-[[[2-phenyl-1-[[(tert-butoxy)carbonyl]amino]ethyl]phenylmethoxyphosphinyl]methyl]-1-oxo-3-phenylpropyl]-L-phenylalaninate is stirred for 2 hours in the presence of formic acid. The mixture is evaporated to dryness. The product is precipitated using diethyl ether. The product is recovered in a yield of 97%. The reactants are O=C(O)C1CCCN(C(=O)OCc2ccccc2)C1, C1CCOC1, CC1CNCCO1, CNOC, CC(C)COC(=O)Cl, Cl. Product: CON(C)C(=O)C1CCCN(C(=O)OCc2ccccc2)C1. RXN SMILES: [CH2:1]([c:2]1[cH:3][cH:4][cH:5][cH:6][cH:7]1)[O:8][C:9](=[O:10])[N:11]1[CH2:12][CH:13]([C:17](=[O:18])[OH:19])[CH2:14][CH2:15][CH2:16]1.[CH2:40]1[O:41][CH2:42][CH2:43][CH2:44]1.[CH3:20][CH:21]1[CH2:22][NH:23][CH2:24][CH2:25][O:26]1.[CH3:36][NH:37][O:38][CH3:39].[Cl:27][C:28]([O:29][CH2:30][CH:31]([CH3:32])[CH3:33])=[O:34].[ClH:35]>>[CH2:1]([c:2]1[cH:3][cH:4][cH:5][cH:6][cH:7]1)[O:8][C:9](=[O:10])[N:11]1[CH2:12][CH:13]([C:17](=[O:19])[N:37]([CH3:36])[O:38][CH3:39])[CH2:14][CH2:15][CH2:16]1. Procedure: 3.144 g (~1.5 equivalents) of triphenylphosphine and 12 g of poly-Hunig base are added to a solution of 3.1 g of 2-[(4R)-4-acetylthio-2-oxoazetidin-1-yl]-2-chloroacetic acid p-nitrobenzyl ester in 120 ml of dioxan and the mixture is stirred for 17 hours at 50° under nitrogen. The poly-Hunig base is filtered off, washed with dioxan and the filtrate concentrated in vacuo. The residue is chromatographed twice over silica gel with toluene and toluene/ethyl acetate (4:1 and 3:2) and yields the title ... As a reaction SMILES: [C:1]1([P:7]([C:14]2[CH:19]=[CH:18][CH:17]=[CH:16][CH:15]=2)[C:8]2[CH:13]=[CH:12][CH:11]=[CH:10][CH:9]=2)[CH:6]=[CH:5][CH:4]=[CH:3][CH:2]=1.[N+:20]([C:23]1[CH:43]=[CH:42][C:26]([CH2:27][O:28][C:29](=[O:41])[CH:30]([N:32]2[C@H:35]([S:36][C:37](=[O:39])[CH3:38])[CH2:34][C:33]2=[O:40])Cl)=[CH:25][CH:24]=1)([O-:22])=[O:21]>O1CCOCC1>[N+:20]([C:23]1[CH:24]=[CH:25][C:26]([CH2:27][O:28][C:29](=[O:41])[C:30]([N:32]2[C@H:35]([S:36][C:37](=[O:39])[CH3:38])[CH2:34][C:33]2=[O:40])=[P:7]([C:1]2[CH:2]=[CH:3][CH:4]=[CH:5][CH:6]=2)([C:8]2[CH:13]=[CH:12][CH:11]=[CH:10][CH:9]=2)[C:14]2[CH:15]=[CH:16][CH:17]=[CH:18][CH:19]=2)=[CH:42][CH:43]=1)([O-:22])=[O:21]. Run in O1CCOCC1 (dioxan). Product: [N+](=O)([O-])C1=CC=C(COC(C(=P(C2=CC=CC=C2)(C2=CC=CC=C2)C2=CC=CC=C2)N2C(C[C@H]2SC(C)=O)=O)=O)C=C1 (2-[(4R)-4-Acetylthio-2-oxoazetidin-1-yl]-2-triphenylphosphoranylideneacetic acid p-nitrobenzyl ester). Starting materials: C1(=CC=CC=C1)P(C1=CC=CC=C1)C1=CC=CC=C1 (triphenylphosphine), poly-Hunig base, [N+](=O)([O-])C1=CC=C(COC(C(Cl)N2C(C[C@H]2SC(C)=O)=O)=O)C=C1 (2-[(4R)-4-acetylthio-2-oxoazetidin-1-yl]-2-chloroacetic acid p-nitrobenzyl ester). Run at time 17 hour. The reactants are CS(=O)(=O)Cl, ClCCl, C1CCOC1, Cc1ccc2c(c1)c1c(CO)nn(-c3ccccc3)c(=O)c1n2C, c1ccncc1. Product: Cc1ccc2c(c1)c1c(CCl)nn(-c3ccccc3)c(=O)c1n2C. Reaction SMILES: [CH3:31][S:32]([Cl:33])(=[O:34])=[O:35].[Cl:36][CH2:37][Cl:38].[O:39]1[CH2:40][CH2:41][CH2:42][CH2:43]1.[OH:7][CH2:8][c:9]1[n:10][n:11](-[c:25]2[cH:26][cH:27][cH:28][cH:29][cH:30]2)[c:12](=[O:24])[c:13]2[n:14]([CH3:23])[c:15]3[cH:16][cH:17][c:18]([CH3:22])[cH:19][c:20]3[c:21]12.[cH:1]1[cH:2][cH:3][n:4][cH:5][cH:6]1>>[CH2:8]([c:9]1[n:10][n:11](-[c:25]2[cH:26][cH:27][cH:28][cH:29][cH:30]2)[c:12](=[O:24])[c:13]2[n:14]([CH3:23])[c:15]3[cH:16][cH:17][c:18]([CH3:22])[cH:19][c:20]3[c:21]12)[Cl:33].